From a dataset of the Open Reaction Database (ORD), a public repository of structured organic reaction records. describe an organic reaction: reactants, conditions, products, and yield Starting materials: C(C1=CC=CC=C1)(C1=CC=CC=C1)N1C[C@H]([C@@H](C1)C1=C(C=CC=C1)Br)C1=C(C=CC(=C1)Cl)O (trans-2-(1-benzhydryl-4-(2-bromophenyl)pyrrolidin-3-yl)-4-chlorophenol), C([O-])([O-])=O.[Cs+].[Cs+] (cesium carbonate), CN(CC(=O)O)C (N,N-dimethylglycine). Reagents/catalysts: [Cu]I (CuI). Solvent: O1CCOCC1 (dioxane). The product is ClC=1C=CC2=C([C@@H]3[C@H](CN(C3)C(C3=CC=CC=C3)C3=CC=CC=C3)C3=C(O2)C=CC=C3)C1 (trans-5-chloro-2,3,3a,12b-tetrahydro-2-benzhydryl-1H-dibenz[2, 3:6,7]-oxepino[4,5-c]pyrrole). RXN SMILES: [CH:1]([N:14]1[CH2:18][C@@H:17]([C:19]2[CH:24]=[CH:23][CH:22]=[CH:21][C:20]=2Br)[C@H:16]([C:26]2[CH:31]=[C:30]([Cl:32])[CH:29]=[CH:28][C:27]=2[OH:33])[CH2:15]1)([C:8]1[CH:13]=[CH:12][CH:11]=[CH:10][CH:9]=1)[C:2]1[CH:7]=[CH:6][CH:5]=[CH:4][CH:3]=1.C(=O)([O-])[O-].[Cs+].[Cs+].CN(C)CC(O)=O>O1CCOCC1.[Cu]I>[Cl:32][C:30]1[CH:29]=[CH:28][C:27]2[O:33][C:24]3[CH:23]=[CH:22][CH:21]=[CH:20][C:19]=3[C@H:17]3[CH2:18][N:14]([CH:1]([C:8]4[CH:13]=[CH:12][CH:11]=[CH:10][CH:9]=4)[C:2]4[CH:7]=[CH:6][CH:5]=[CH:4][CH:3]=4)[CH2:15][C@@H:16]3[C:26]=2[CH:31]=1 |f:1.2.3|. Procedure: A mixture of trans-2-(1-benzhydryl-4-(2-bromophenyl)pyrrolidin-3-yl)-4-chlorophenol (1.0 g, 1.93 mmol), cesium carbonate (1.26 g, 3.85 mmol, 2.0 eq.), N,N-dimethylglycine (79.5 mg, 0.77 mmol, 0.4 eq.) and CuI (147 mg, 0.77 mmol, 0.4 eq.) in dioxane (10 ml) was heated to reflux overnight while stirring under inert nitrogen atmosphere. The reaction mixture was filtered over Celite on a glass filter. The residual solids were washed with dioxane (15 ml). The combined filtrates were concentrated unde... Starting materials: CSC1=CC=C(C=C1)[N+](=O)[O-] (1-methylsulfanyl-4-nitro-benzene), ClC=1C=C(C(=O)OO)C=CC1 (3-chloroperoxybenzoic acid). Solvent: C(Cl)Cl (DCM), C(Cl)Cl (DCM). Conditions: time 1 hour. The product is CS(=O)C1=CC=C(C=C1)[N+](=O)[O-] (1-(Methylsulfinyl)-4-nitrobenzene). RXN SMILES: [CH3:1][S:2][C:3]1[CH:8]=[CH:7][C:6]([N+:9]([O-:11])=[O:10])=[CH:5][CH:4]=1.ClC1C=C(C=CC=1)C(OO)=[O:17]>C(Cl)Cl>[CH3:1][S:2]([C:3]1[CH:4]=[CH:5][C:6]([N+:9]([O-:11])=[O:10])=[CH:7][CH:8]=1)=[O:17]. Procedure details: A solution of 16.0 g (95 mmol) of 1-methylsulfanyl-4-nitro-benzene in 400 ml of DCM is mixed at room temperature with 24.6 g (100 mmol) of 3-chloroperoxybenzoic acid (about 70%). After 1 hour, the batch is diluted with DCM and washed with saturated NaHCO3 solution. The organic phase is dried (Na2SO4), filtered and concentrated by evaporation. The remaining residue is purified by chromatography (DCM/EtOH 8:2). 7.6 g (41 mmol, corresponding to 43% of theory) of the product is obtained. The reactants are C(C)OC(=O)C1=NN2C(C(NCC2)=O)=C1 (4,5,6,7-tetrahydro-4-oxo-pyrazolo[1,5-a]pyrazine-2-carboxylic acid ethyl ester), BrC1=CC=C(C=C1)F (1-bromo-4-fluorobenzene), CNCCNC (N,N′-dimethylethylenediamine), C(=O)([O-])[O-].[K+].[K+] (K2CO3). Reagents/catalysts: [Cu]I (Copper (I) iodide). Solvent: C1(=CC=CC=C1)C (toluene). Conditions: temperature 130 celsius, time 16 hour. Yields the product C(C)OC(=O)C1=NN2C(C(N(CC2)C2=CC=C(C=C2)F)=O)=C1 (5-(4-fluorophenyl)-4-oxo-4,5,6,7-tetrahydro-pyrazolo[1,5-a]pyrazine-2-carboxylic acid ethyl ester). Yield: 89.7%. RXN SMILES: [CH2:1]([O:3][C:4]([C:6]1[CH:15]=[C:9]2[C:10](=[O:14])[NH:11][CH2:12][CH2:13][N:8]2[N:7]=1)=[O:5])[CH3:2].Br[C:17]1[CH:22]=[CH:21][C:20]([F:23])=[CH:19][CH:18]=1.CNCCNC.C([O-])([O-])=O.[K+].[K+]>C1(C)C=CC=CC=1.[Cu]I>[CH2:1]([O:3][C:4]([C:6]1[CH:15]=[C:9]2[C:10](=[O:14])[N:11]([C:17]3[CH:22]=[CH:21][C:20]([F:23])=[CH:19][CH:18]=3)[CH2:12][CH2:13][N:8]2[N:7]=1)=[O:5])[CH3:2] |f:3.4.5|. Procedure details: Copper (I) iodide (0.18 g, 0.95 mmol) was added to a suspension of 4,5,6,7-tetrahydro-4-oxo-pyrazolo[1,5-a]pyrazine-2-carboxylic acid ethyl ester (1.0 g, 4.78 mmol), 1-bromo-4-fluorobenzene (1.0 mL, 9.56 mmol), N,N′-dimethylethylenediamine (0.30 mL, 2.86 mmol) and K2CO3 (1.3 g, 9.56 mmol) in toluene (20 mL). The reaction mixture was stirred at 130° C. for 16 hours. The mixture was filtered through a pad of diatomaceous earth which was washed with AcOEt. The mixture was diluted with AcOEt and was... Starting materials: BrC(CCCl)C(=O)C1=CC=C(C=C1)Cl (4-chlorophenyl 1-bromo-3chloropropyl ketone), [F-].[K+] (potassium fluoride), C1COCCOCCOCCOCCOCCO1 (18-crown-6), C1=CC=CC=C1 (benzene). Run in O (water). Product: FC(CCCl)C(=O)C1=CC=C(C=C1)Cl (4-chlorophenyl 1-fluoro-3-chloropropyl ketone). Yield: 52.8%. As a reaction SMILES: Br[CH:2]([C:6]([C:8]1[CH:13]=[CH:12][C:11]([Cl:14])=[CH:10][CH:9]=1)=[O:7])[CH2:3][CH2:4][Cl:5].[F-:15].[K+].C1OCCOCCOCCOCCOCCOC1.C1C=CC=CC=1>O>[F:15][CH:2]([C:6]([C:8]1[CH:13]=[CH:12][C:11]([Cl:14])=[CH:10][CH:9]=1)=[O:7])[CH2:3][CH2:4][Cl:5] |f:1.2|. Procedure: A mixture of 68 g of 4-chlorophenyl 1-bromo-3chloropropyl ketone, 27.5 g of dry potassium fluoride, 11 g of 18-crown-6 and 200 ml of dry benzene is heated under reflux for 8 hours. Thereafter, 200 ml of water are added, and the organic phase is separated off, washed several times with water, dried over sodium sulphate and evaporated down in vacuo. The residue is stirred with light benzine, with the addition of a small amount of toluene. After the resulting solid has been filtered off under sucti... The reactants are C(CCCCCCC)(=O)Cl (octanoyl chloride), COC=1C=C2CCNCC2=CC1 (6-methoxy-1,2,3,4-tetrahydroisoquinoline), Cl (hydrochloric acid), C([O-])([O-])=O.[Na+].[Na+] (sodium carbonate). The solvent is C(Cl)Cl (methylene chloride), C(Cl)Cl (methylene chloride), C(C)N(CC)CC (triethylamine), O (water). The product is COC=1C=C2CCN(CC2=CC1)C(CCCCCCC)=O (6-Methoxy-2-capryloyl-1,2,3,4-tetrahydroisoquinoline). As a reaction SMILES: [CH3:1][O:2][C:3]1[CH:4]=[C:5]2[C:10](=[CH:11][CH:12]=1)[CH2:9][NH:8][CH2:7][CH2:6]2.[C:13](Cl)(=[O:21])[CH2:14][CH2:15][CH2:16][CH2:17][CH2:18][CH2:19][CH3:20].Cl.C(=O)([O-])[O-].[Na+].[Na+]>C(Cl)Cl.O.C(N(CC)CC)C>[CH3:1][O:2][C:3]1[CH:4]=[C:5]2[C:10](=[CH:11][CH:12]=1)[CH2:9][N:8]([C:13](=[O:21])[CH2:14][CH2:15][CH2:16][CH2:17][CH2:18][CH2:19][CH3:20])[CH2:7][CH2:6]2 |f:3.4.5|. Procedure: 4.0 g of 6-methoxy-1,2,3,4-tetrahydroisoquinoline and 3.5 ml of triethylamine in 50 ml of methylene chloride are initially introduced, and a solution of 4.0 g of octanoyl chloride in 10 ml of methylene chloride is added dropwise with stirring and cooling. The mixture is stirred at room temperature for 1 hour, then shaken with 1N hydrochloric acid, sodium carbonate solution and water, and the organic phase is dried over magnesium sulfate and evaporated in a rotary evaporator. The crude product (6... The reactants are C[O-].[Na+] (sodium methoxide), COC(=O)C=CC1=C(C=CC(=C1)OC)NC(CC(=O)OCC)=O (3-[[2-[(methoxycarbonyl)ethenyl]-4-methoxyphenyl]amino]-3-oxopropanoic acid, ethyl ester), [Cl-].[NH4+] (ammonium chloride). Solvent: CO (methanol), CO (methanol). Reaction conditions: temperature 0 celsius. Yields the product COC=1C=C2C(C(C(NC2=CC1)=O)C(=O)OC)CC(=O)OC (1,2,3,4-tetrahydro-6-methoxy-3-(methoxycarbonyl)-2-oxo-4-quinoline acetic acid, methyl ester). RXN SMILES: [CH3:1][O:2][C:3]([CH:5]=[CH:6][C:7]1[CH:12]=[C:11]([O:13][CH3:14])[CH:10]=[CH:9][C:8]=1[NH:15][C:16](=[O:23])[CH2:17][C:18]([O:20][CH2:21]C)=[O:19])=[O:4].C[O-].[Na+].[Cl-].[NH4+]>CO>[CH3:14][O:13][C:11]1[CH:12]=[C:7]2[C:8](=[CH:9][CH:10]=1)[NH:15][C:16](=[O:23])[CH:17]([C:18]([O:20][CH3:21])=[O:19])[CH:6]2[CH2:5][C:3]([O:2][CH3:1])=[O:4] |f:1.2,3.4|. Procedure: To a stirred, chilled (0° C.) suspension of crude 3-[[2-[(methoxycarbonyl)ethenyl]-4-methoxyphenyl]amino]-3oxopropanoic acid, ethyl ester from step 3 in 700 ml of methanol was added, dropwise, a solution of 66.5 g of sodium methoxide (25% in methanol) in 250 ml of methanol. The resulting mixture was heated to reflux over 0.75 hour, cooled to 0° C., and poured into a cold saturated ammonium chloride solution. The aqueous layer was extracted with dichloromethane and the combined organic layers wer...